This data is from the Open Reaction Database (ORD), a public repository of structured organic reaction records. The task is: describe an organic reaction: reactants, conditions, products, and yield Starting materials: COc1cc(C=O)cc(OC)c1O, CO, Nc1ccc(F)cc1. The product is COc1cc(C=Nc2ccc(F)cc2)cc(OC)c1O. Reaction SMILES: [CH3:1][O:2][c:3]1[cH:4][c:5]([CH:6]=[O:7])[cH:8][c:9]([O:12][CH3:13])[c:10]1[OH:11].[CH3:22][OH:23].[NH2:14][c:15]1[cH:16][cH:17][c:18]([F:19])[cH:20][cH:21]1>>[CH3:1][O:2][c:3]1[cH:4][c:5]([CH:6]=[N:14][c:15]2[cH:16][cH:17][c:18]([F:19])[cH:20][cH:21]2)[cH:8][c:9]([O:12][CH3:13])[c:10]1[OH:11]. Reactants: Fc1cc(Br)ccc1CBr, O=C([O-])[O-], CC(=O)c1ccc(O)cc1O, CO, [K+], [K+], CN(C)C=O, O. Yields the product CC(=O)c1ccc(OCc2ccc(Br)cc2F)cc1O. Reaction SMILES: [Br:12][c:13]1[cH:14][c:15]([F:21])[c:16]([CH2:19][Br:20])[cH:17][cH:18]1.[C:22](=[O:23])([O-:24])[O-:25].[CH3:1][C:2](=[O:3])[c:4]1[cH:5][cH:6][c:7]([OH:8])[cH:9][c:10]1[OH:11].[CH3:28][OH:29].[K+:26].[K+:27].[O:30]=[CH:31][N:32]([CH3:33])[CH3:34].[OH2:35]>>[CH3:1][C:2](=[O:3])[c:4]1[cH:5][cH:6][c:7]([O:8][CH2:19][c:16]2[c:15]([F:21])[cH:14][c:13]([Br:12])[cH:18][cH:17]2)[cH:9][c:10]1[OH:11]. The reactants are CC(Oc1cc(-n2cnc3cnc(COS(C)(=O)=O)cc32)sc1C(N)=O)c1ccccc1C(F)(F)F, ClCCl, O=S(=O)(c1ccccc1)N1CCNCC1. Yields the product CC(Oc1cc(-n2cnc3cnc(CN4CCN(S(=O)(=O)c5ccccc5)CC4)cc32)sc1C(N)=O)c1ccccc1C(F)(F)F. Reaction SMILES: [CH3:1][S:2]([O:3][CH2:6][c:7]1[cH:8][c:9]2[c:10]([cH:11][n:12]1)[n:13][cH:14][n:15]2-[c:16]1[s:17][c:18]([C:34]([NH2:35])=[O:36])[c:19]([O:21][CH:22]([CH3:23])[c:24]2[c:25]([C:30]([F:31])([F:32])[F:33])[cH:26][cH:27][cH:28][cH:29]2)[cH:20]1)(=[O:4])=[O:5].[Cl:52][CH2:53][Cl:54].[c:37]1([S:43](=[O:44])(=[O:45])[N:46]2[CH2:47][CH2:48][NH:49][CH2:50][CH2:51]2)[cH:38][cH:39][cH:40][cH:41][cH:42]1>>[CH2:6]([c:7]1[cH:8][c:9]2[c:10]([cH:11][n:12]1)[n:13][cH:14][n:15]2-[c:16]1[s:17][c:18]([C:34]([NH2:35])=[O:36])[c:19]([O:21][CH:22]([CH3:23])[c:24]2[c:25]([C:30]([F:31])([F:32])[F:33])[cH:26][cH:27][cH:28][cH:29]2)[cH:20]1)[N:49]1[CH2:48][CH2:47][N:46]([S:43]([c:37]2[cH:38][cH:39][cH:40][cH:41][cH:42]2)(=[O:44])=[O:45])[CH2:51][CH2:50]1.